describe an organic reaction: reactants, conditions, products, and yield From a dataset of the Open Reaction Database (ORD), a public repository of structured organic reaction records. Starting materials: OS(=O)(=O)O (H2SO4), BrC1=CC=C(C=C1)NC(C=NO)=O (N-(4-bromo-phenyl)-2-hydroxyimino-acetamide). Conditions: temperature 80 celsius. Product: BrC=1C=C2C(C(NC2=CC1)=O)=O (5-Bromo-1H-indole-2,3-dione), red solid. Isolated yield 89.0%. As a reaction SMILES: [OH:1]S(O)(=O)=O.[Br:6][C:7]1[CH:12]=[CH:11][C:10]([NH:13][C:14](=[O:18])[CH:15]=NO)=[CH:9][CH:8]=1>>[Br:6][C:7]1[CH:12]=[C:11]2[C:10](=[CH:9][CH:8]=1)[NH:13][C:14](=[O:18])[C:15]2=[O:1]. Procedure details: To a hot solution of conc. H2SO4 (48 mL) at 60° C. was added portion wise (N-(4-bromo-phenyl)-2-hydroxyimino-acetamide (12 g, 41.1 mmol). After completion of the addition, the temperature was increased to 80° C. and maintained for one hour. After completion of the reaction, the reaction mixture was poured on to crushed ice and the resulting precipitate was filtered, washed with water (2-3 times) and dried to obtain the title compound as brick red solid (10 g, 89%). Starting materials: C1CCNC1, Cc1ccccc1, COC(=O)C(C)CCBr. Yields the product COC(=O)C(C)CCN1CCCC1. As a reaction SMILES: [CH2:1]1[CH2:2][CH2:3][NH:4][CH2:5]1.[CH3:15][c:16]1[cH:17][cH:18][cH:19][cH:20][cH:21]1.[CH3:6][O:7][C:8]([CH:9]([CH2:10][CH2:11][Br:12])[CH3:13])=[O:14]>>[CH2:1]1[CH2:2][CH2:3][N:4]([CH2:11][CH2:10][CH:9]([C:8]([O:7][CH3:6])=[O:14])[CH3:13])[CH2:5]1. Starting materials: O=C(OCc1ccccc1)N1CCC1c1nnnn1CCCc1cccnc1, CCO. Product: c1cncc(CCCn2nnnc2C2CCN2)c1. As a reaction SMILES: [CH2:1]([O:2][C:3](=[O:4])[N:11]1[CH:12]([c:15]2[n:16][n:17][n:18][n:19]2[CH2:20][CH2:21][CH2:22][c:23]2[cH:24][n:25][cH:26][cH:27][cH:28]2)[CH2:13][CH2:14]1)[c:5]1[cH:6][cH:7][cH:8][cH:9][cH:10]1.[CH3:29][CH2:30][OH:31]>>[NH:11]1[CH:12]([c:15]2[n:16][n:17][n:18][n:19]2[CH2:20][CH2:21][CH2:22][c:23]2[cH:24][n:25][cH:26][cH:27][cH:28]2)[CH2:13][CH2:14]1. Reactants: ClC=1C=C(C(=O)OC2SC(=C(NC2=O)C)C2=CC=NC=C2)C=CC1 (2-(3-Chlorobenzoyloxy)-5-methyl-6-(4-pyridinyl)-2H-1,4-thiazin-3(4H)-one), O (water). Run in CC(=O)C (acetone). Run at temperature 70 celsius, time 44 hour. Product: OC1SC(=C(NC1=O)C)C1=CC=NC=C1 (2-hydroxy-5-methyl-6-(4-pyridinyl)-2H-1,4-thiazin-3(4H)-one). Yield: 19.0%. As a reaction SMILES: ClC1C=C(C=CC=1)C([O:7][CH:8]1[C:13](=[O:14])[NH:12][C:11]([CH3:15])=[C:10]([C:16]2[CH:21]=[CH:20][N:19]=[CH:18][CH:17]=2)[S:9]1)=O.O>CC(C)=O>[OH:7][CH:8]1[C:13](=[O:14])[NH:12][C:11]([CH3:15])=[C:10]([C:16]2[CH:17]=[CH:18][N:19]=[CH:20][CH:21]=2)[S:9]1. Procedure: 2-(3-Chlorobenzoyloxy)-5-methyl-6-(4-pyridinyl)-2H-1,4-thiazin-3(4H)-one (1.37 g) and water (1 ml) were dissolved in acetone (20 ml) and the mixture was stirred at 70° C. for 44 hours. The mixture was chromatographed on silica gel (Wakogel C-200) column, using chloroform-methanol (=30:1) as an eluant to give the titled compound (0.16 g, yield 19.1%) as red needles. Starting materials: C1(=CC=CC=C1)P(C1=CC=CC=C1)C1=CC=CC=C1 (triphenylphosphine), C(C)(C)(C)OC([C@@H](NC(=O)OCC1=CC=CC=C1)CO)=O (N-benzyloxycarbonyl-L-serine tert-butyl ester), ClC1=C2NC=NC2=NC=N1 (6-chloropurine), N(=NC(=O)OCC)C(=O)OCC (diethyl azodicarboxylate). Run in C1CCOC1 (THF), C1CCOC1 (THF). Reaction conditions: temperature 0 celsius, time 48 hour. The product is C(C)(C)(C)OC([C@H](CN1C2=NC=NC(=C2N=C1)Cl)NC(=O)OCC1=CC=CC=C1)=O ((2S)-2-Benzyloxycarbonylamino-3-(6-chloro-purin-9-yl)-propionic acid tert-butyl ester). As a reaction SMILES: [Cl:1][C:2]1[N:10]=[CH:9][N:8]=[C:7]2[C:3]=1[NH:4][CH:5]=[N:6]2.C1(P(C2C=CC=CC=2)C2C=CC=CC=2)C=CC=CC=1.N(C(OCC)=O)=NC(OCC)=O.[C:42]([O:46][C:47](=[O:62])[C@H:48]([CH2:60]O)[NH:49][C:50]([O:52][CH2:53][C:54]1[CH:59]=[CH:58][CH:57]=[CH:56][CH:55]=1)=[O:51])([CH3:45])([CH3:44])[CH3:43]>C1COCC1>[C:42]([O:46][C:47](=[O:62])[C@@H:48]([NH:49][C:50]([O:52][CH2:53][C:54]1[CH:59]=[CH:58][CH:57]=[CH:56][CH:55]=1)=[O:51])[CH2:60][N:6]1[CH:5]=[N:4][C:3]2[C:7]1=[N:8][CH:9]=[N:10][C:2]=2[Cl:1])([CH3:43])([CH3:44])[CH3:45]. Procedure details: To a suspension of 7.73 g (50 mmol) of 6-chloropurine in 350 ml of absolute THF were added 14.43 g (55 mmol) triphenylphosphine at −10 to 0° C. followed by 9.57 g (55 mmol) of diethyl azodicarboxylate and 14.8 g (50 mmol) of N-benzyloxycarbonyl-L-serine tert-butyl ester in 100 ml of absolute THF, and the mixture was stirred at 0° C. for 48 h. The solvent was evaporated, the residue was dissolved in EE/heptane (2:1), filtered and the solvent was removed in vacuo. The crude product was purified by... Starting materials: BrC1=C(C(=O)Cl)C=C(C(=C1)C(=O)Cl)Br (2,5-dibromo-terephthaloic dichloride), BrC1=C(C(=O)O)C=C(C(=C1)C(=O)O)Br (2,5-dibromo-terephthalic acid), O1C2=C(NCC1)C=NC=C2 (3,4-dihydro-2H-pyrido[4,3-b][1,4]oxazine). The reagents and catalysts are C(C)N(CC)CC (Triethylamine), CN(C=O)C (N,N-dimethyl formamide). Solvent: ClCCl (dichloromethane), ClCCl (dichloromethane), S(=O)(Cl)Cl (thionyl chloride). Conditions: time 2 hour. Product: BrC1=C(C(=O)O)C=C(C(=C1)C(=O)N1C2=C(OCC1)C=CN=C2)Br (2,5-dibromo-4-(2,3-dihydro-pyrido[4,3-b][1,4]oxazin-4-carbonyl)-benzoic acid). As a reaction SMILES: [Br:1][C:2]1[CH:10]=[C:9]([C:11]([OH:13])=[O:12])[C:8]([Br:14])=[CH:7][C:3]=1[C:4]([OH:6])=O.BrC1C=C(C(Cl)=O)C(Br)=CC=1C(Cl)=O.[O:29]1[CH2:34][CH2:33][NH:32][C:31]2[CH:35]=[N:36][CH:37]=[CH:38][C:30]1=2>CN(C)C=O.S(Cl)(Cl)=O.ClCCl.C(N(CC)CC)C>[Br:14][C:8]1[CH:7]=[C:3]([C:4]([N:32]2[CH2:33][CH2:34][O:29][C:30]3[CH:38]=[CH:37][N:36]=[CH:35][C:31]2=3)=[O:6])[C:2]([Br:1])=[CH:10][C:9]=1[C:11]([OH:13])=[O:12]. Procedure: In a 20 ml flask, 2,5-dibromo-terephthalic acid (100 mg, 0.31 mmol) and N,N-dimethyl formamide (3 drops) were dissolved in thionyl chloride (2 ml). After stirring for 2 hours at 800, the reaction mixture was cooled to room temperature and concentrated. Crude 2,5-dibromo-terephthaloic dichloride (112 mg, 0.31 mmol) was dissolved in dichloromethane (6 ml) and was added to 3,4-dihydro-2H-pyrido[4,3-b][1,4]oxazine (20.9 mg, 0.15 mmol) dissolved in dichloromethane (1 ml). Triethylamine (3 drops) were... Starting materials: C(C)(=O)C=1C(OC(=C(C1O)C(C)=O)O)=O (3,5-diacetyl-4,6-dihydroxy-2H-pyran-2-one), C(C1=CC=CC=C1)=O (benzaldehyde), C(Cl)(Cl)Cl (chloroform). Reported procedure: A mixture of 4.24 g. of 3,5-diacetyl-4,6-dihydroxy-2H-pyran-2-one, 2.12 g. of benzaldehyde, 20 drops of piperidine and 75 ml. of chloroform is refluxed for eight hours. The water liberated during the reaction is removed by a receiver. The reaction mixture is concentrated and triturated with ethanol to afford 5-acetyl-3-cinnamoyl-4-hydroxy-2H-pyran-2,6(3H)-dione, m.p. 154°-155° C. Yields the product C(C)(=O)C1=C(C(C(OC1=O)=O)C(C=CC1=CC=CC=C1)=O)O (5-acetyl-3-cinnamoyl-4-hydroxy-2H-pyran-2,6(3H)-dione). The solvent is O (water). RXN SMILES: [C:1]([C:4]1[C:5](=[O:15])[O:6][C:7]([OH:14])=[C:8]([C:11](=[O:13])[CH3:12])[C:9]=1[OH:10])(=[O:3])[CH3:2].[CH:16](=O)[C:17]1[CH:22]=[CH:21][CH:20]=[CH:19][CH:18]=1.C(Cl)(Cl)Cl>N1CCCCC1.O>[C:11]([C:8]1[C:7](=[O:14])[O:6][C:5](=[O:15])[CH:4]([C:1](=[O:3])[CH:2]=[CH:16][C:17]2[CH:22]=[CH:21][CH:20]=[CH:19][CH:18]=2)[C:9]=1[OH:10])(=[O:13])[CH3:12]. Reagents/catalysts: N1CCCCC1 (piperidine). The reactants are C(C1=CC=CC=C1)OC(=O)N1CC(CC1)C=O ((+/−)-N-(benzyloxycarbonyl)-3-pyrrolidinecarboxaldehyde), FC1=CC=C(C=C1)CC1CCNCC1 (4-(4-flourophenylmethyl)piperidine), C(C)(=O)O[BH-](OC(C)=O)OC(C)=O.[Na+] (sodium triacetoxyborohydride). The solvent is C(Cl)Cl (CH2Cl2). Conditions: time 2 hour. Product: FC1=CC=C(C=C1)CC1CCN(CC1)CC1CN(CC1)C(=O)OCC1=CC=CC=C1 ((+/−)-3-[4-(4-flourophenylmethyl)piperidinomethyl]-N-(benzyloxycarbonyl)-pyrrolidine). RXN SMILES: [CH2:1]([O:8][C:9]([N:11]1[CH2:15][CH2:14][CH:13]([CH:16]=O)[CH2:12]1)=[O:10])[C:2]1[CH:7]=[CH:6][CH:5]=[CH:4][CH:3]=1.[F:18][C:19]1[CH:24]=[CH:23][C:22]([CH2:25][CH:26]2[CH2:31][CH2:30][NH:29][CH2:28][CH2:27]2)=[CH:21][CH:20]=1.C(O[BH-](OC(=O)C)OC(=O)C)(=O)C.[Na+]>C(Cl)Cl>[F:18][C:19]1[CH:20]=[CH:21][C:22]([CH2:25][CH:26]2[CH2:27][CH2:28][N:29]([CH2:16][CH:13]3[CH2:14][CH2:15][N:11]([C:9]([O:8][CH2:1][C:2]4[CH:7]=[CH:6][CH:5]=[CH:4][CH:3]=4)=[O:10])[CH2:12]3)[CH2:30][CH2:31]2)=[CH:23][CH:24]=1 |f:2.3|. Reported procedure: A solution of (+/−)-N-(benzyloxycarbonyl)-3-pyrrolidinecarboxaldehyde (416 mg, 1.79 mmol) and 4-(4-flourophenylmethyl)piperidine (518 mg, 2.69 mmol) in dry CH2Cl2 (15 mL) were stirred for 15 min when sodium triacetoxyborohydride (759 mg, 3.58 mmol, Aldrich) was added. The reaction was stirred for 2 h and then quenched with 1M aqueous HCl (50 mL) and CH2Cl2 (200 mL). The reaction was brought to pH 11 with 1M aqueous NaOH. The organic layer was separated, washed with brine, dried over MgSO4, and c...